This data is from the Open Reaction Database (ORD), a public repository of structured organic reaction records. The task is: describe an organic reaction: reactants, conditions, products, and yield The reactants are C[Si](C)(C)CCOCn1ccc2nc(Br)cnc21, C#CCC1CCCCC1. Yields the product C[Si](C)(C)CCOCn1ccc2nc(C#CCC3CCCCC3)cnc21. RXN SMILES: [Br:1][c:2]1[n:3][c:4]2[c:5]([n:6][cH:7]1)[n:8]([CH2:11][O:12][CH2:13][CH2:14][Si:15]([CH3:16])([CH3:17])[CH3:18])[cH:9][cH:10]2.[CH:19]1([CH2:25][C:26]#[CH:27])[CH2:20][CH2:21][CH2:22][CH2:23][CH2:24]1>>[c:2]1([C:27]#[C:26][CH2:25][CH:19]2[CH2:20][CH2:21][CH2:22][CH2:23][CH2:24]2)[n:3][c:4]2[c:5]([n:6][cH:7]1)[n:8]([CH2:11][O:12][CH2:13][CH2:14][Si:15]([CH3:16])([CH3:17])[CH3:18])[cH:9][cH:10]2. Reactants: C(C1=CC(OC)=C(O)C(OC)=C1)=O (syringaldehyde). The reagents and catalysts are [Pd] (palladium on activated carbon). The solvent is C(C)(=O)O (acetic acid). The product is OC1=C(C=C(C=C1OC)C)OC (4-hydroxy-3,5-dimethoxytoluene). Reaction SMILES: [CH:1](=O)[C:2]1[CH:12]=[C:9]([O:10][CH3:11])[C:7]([OH:8])=[C:4]([O:5][CH3:6])[CH:3]=1>[Pd].C(O)(=O)C>[OH:8][C:7]1[C:9]([O:10][CH3:11])=[CH:12][C:2]([CH3:1])=[CH:3][C:4]=1[O:5][CH3:6]. Reported procedure: According to Liebigs Annalen der Chemie 1976, Issue 7/8, page 1445, in a similar manner syringaldehyde (4-hydroxy-3,5-dimethoxybenzaldehyde) is hydrogenated in the presence of 10% palladium on activated carbon, also in glacial acetic acid, to give 4-hydroxy-3,5-dimethoxytoluene. Reactants: ClC1=CC=C2C(=C(N(C2=C1)C)C=1C=NC=C(C1)C=O)C#N (6-chloro-2-(5-formyl-pyridin-3-yl)-1-methyl-1H-indole-3-carbonitrile), C(C)(C)(C)OC(=O)N1C[C@@H](CC1)N ((R)-3-amino-pyrrolidine-1-carboxylic acid tert-butyl ester). Product: C(C)(C)(C)OC(=O)N1C[C@@H](CC1)NCC=1C=NC=C(C1)C=1N(C2=CC(=CC=C2C1C#N)Cl)C ((R)-3-{[5-(6-chloro-3-cyano-1-methyl-1H-indol-2-yl)-pyridin-3-ylmethyl]-amino}-pyrrolidine-1-carboxylic acid tert-butyl ester). As a reaction SMILES: [Cl:1][C:2]1[CH:10]=[C:9]2[C:5]([C:6]([C:20]#[N:21])=[C:7]([C:12]3[CH:13]=[N:14][CH:15]=[C:16]([CH:18]=O)[CH:17]=3)[N:8]2[CH3:11])=[CH:4][CH:3]=1.[C:22]([O:26][C:27]([N:29]1[CH2:33][CH2:32][C@@H:31]([NH2:34])[CH2:30]1)=[O:28])([CH3:25])([CH3:24])[CH3:23]>>[C:22]([O:26][C:27]([N:29]1[CH2:33][CH2:32][C@@H:31]([NH:34][CH2:18][C:16]2[CH:15]=[N:14][CH:13]=[C:12]([C:7]3[N:8]([CH3:11])[C:9]4[C:5]([C:6]=3[C:20]#[N:21])=[CH:4][CH:3]=[C:2]([Cl:1])[CH:10]=4)[CH:17]=2)[CH2:30]1)=[O:28])([CH3:25])([CH3:23])[CH3:24]. Procedure: 6-Chloro-2-(5-formyl-pyridin-3-yl)-1-methyl-1H-indole-3-carbonitrile (Example 126) and (R)-3-amino-pyrrolidine-1-carboxylic acid tert-butyl ester are processed according to the method described in Example 170 to give (R)-3-{[5-(6-chloro-3-cyano-1-methyl-1H-indol-2-yl)-pyridin-3-ylmethyl]-amino}-pyrrolidine-1-carboxylic acid tert-butyl ester. MS (ESI) m/z 466.11 (M+H)+. The reactants are FC=1C=C2C(OC(C2=CC1)=O)=O (5-fluoro-isobenzofuran-1,3-dione), NCC(=O)O (glycine), S(=O)(=O)(OC)[O-] (Methyl sulfate), C([O-])([O-])=O.[K+].[K+] (potassium carbonate). The solvent is CC(=O)C (acetone), C(C)(=O)OCC (ethyl acetate). Conditions: temperature 210 celsius, time 5 minute. Product: COC(CN1C(C2=CC=C(C=C2C1=O)F)=O)=O ((5-Fluoro-1,3-dioxo-1,3-dihydro-isoindol-2-yl)-acetic acid methyl ester). Isolated yield 97.1%. Reaction SMILES: [F:1][C:2]1[CH:3]=[C:4]2[C:8](=[CH:9][CH:10]=1)[C:7](=[O:11])O[C:5]2=[O:12].[NH2:13][CH2:14][C:15]([OH:17])=[O:16].S([O-])(O[CH3:22])(=O)=O.C(=O)([O-])[O-].[K+].[K+]>CC(C)=O.C(OCC)(=O)C>[CH3:22][O:16][C:15](=[O:17])[CH2:14][N:13]1[C:5](=[O:12])[C:4]2[C:8](=[CH:9][CH:10]=[C:2]([F:1])[CH:3]=2)[C:7]1=[O:11] |f:3.4.5|. Procedure: A solid mixture of 5-fluoro-isobenzofuran-1,3-dione (3.68 g, 22.15 mmol) and glycine (1.66 g, 22.15 mmol) was stirred at 200-220° C. for 5 min. After cooling, it was dissolved in 25 ml of acetone. Methyl sulfate (4.19 g, 33.23 mmol) and potassium carbonate (4.59 g, 33.23 mmol) was added. The mixture was stirred at reflux for 2 h. After cooling, it was diluted with 100 ml of ethyl acetate. Insoluble was filtered off and filtrate was concentrated. Residue was taken into 200 ml of ethyl acetate and...